This data is from the Open Reaction Database (ORD), a public repository of structured organic reaction records. The task is: describe an organic reaction: reactants, conditions, products, and yield Starting materials: FC1=C(C=C(C=C1)C=1C=C(C(N(N1)CC(C)C)=O)COS(=O)(=O)C)C (6-(4-fluoro-3-methylphenyl)-2-isobutyl-4-methanesulfonyloxymethyl-2H-pyridazin-3-one), C(C)NCC (diethylamine). As a reaction SMILES: [F:1][C:2]1[CH:7]=[CH:6][C:5]([C:8]2[CH:9]=[C:10]([CH2:19]OS(C)(=O)=O)[C:11](=[O:18])[N:12]([CH2:14][CH:15]([CH3:17])[CH3:16])[N:13]=2)=[CH:4][C:3]=1[CH3:25].[CH2:26]([NH:28][CH2:29][CH3:30])[CH3:27]>>[CH2:26]([N:28]([CH2:19][C:10]1[C:11](=[O:18])[N:12]([CH2:14][CH:15]([CH3:17])[CH3:16])[N:13]=[C:8]([C:5]2[CH:6]=[CH:7][C:2]([F:1])=[C:3]([CH3:25])[CH:4]=2)[CH:9]=1)[CH2:29][CH3:30])[CH3:27]. Product: C(C)N(CC)CC=1C(N(N=C(C1)C1=CC(=C(C=C1)F)C)CC(C)C)=O (4-diethylaminomethyl-6-(4-fluoro-3-methylphenyl)-2-isobutyl-2H-pyridazin-3-one), oil. Isolated yield 94.7%. Procedure: Following the procedure of Example 9(4), 6-(4-fluoro-3-methylphenyl)-2-isobutyl-4-methanesulfonyloxymethyl-2H-pyridazin-3-one and diethylamine were reacted to yield the title compound as a slightly yellow oil (yield: 94.7%). The reactants are Brc1nccs1, [Li]CCCC, CCOCC, O=C1CCC2(CC1)OCCO2. The product is OC1(c2nccs2)CCC2(CC1)OCCO2. RXN SMILES: [Br:6][c:7]1[s:8][cH:9][cH:10][n:11]1.[CH2:1]([Li:2])[CH2:3][CH2:4][CH3:5].[CH3:23][CH2:24][O:25][CH2:26][CH3:27].[O:12]1[CH2:13][CH2:14][O:15][C:16]12[CH2:17][CH2:18][C:19](=[O:22])[CH2:20][CH2:21]2>>[c:7]1([C:19]2([OH:22])[CH2:18][CH2:17][C:16]3([O:12][CH2:13][CH2:14][O:15]3)[CH2:21][CH2:20]2)[s:8][cH:9][cH:10][n:11]1.